Task: describe an organic reaction: reactants, conditions, products, and yield. Dataset: the Open Reaction Database (ORD), a public repository of structured organic reaction records The reactants are C(CCCCCCCCCCCCCCCCC)N (octadecylamine), C(C(=O)N)(=O)OCC (ethyl oxamate). The solvent is C(C)O (ethanol). Yields the product C(CCCCCCCCCCCCCCCCC)NC(=O)C(=O)N (N-octadecyloxamide). RXN SMILES: [CH2:1]([NH2:19])[CH2:2][CH2:3][CH2:4][CH2:5][CH2:6][CH2:7][CH2:8][CH2:9][CH2:10][CH2:11][CH2:12][CH2:13][CH2:14][CH2:15][CH2:16][CH2:17][CH3:18].[C:20](OCC)(=[O:24])[C:21]([NH2:23])=[O:22]>C(O)C>[CH2:1]([NH:19][C:20]([C:21]([NH2:23])=[O:22])=[O:24])[CH2:2][CH2:3][CH2:4][CH2:5][CH2:6][CH2:7][CH2:8][CH2:9][CH2:10][CH2:11][CH2:12][CH2:13][CH2:14][CH2:15][CH2:16][CH2:17][CH3:18]. Procedure: 13.5 Grams of octadecylamine, 6.4 g of ethyl oxamate and 200 ml of ethanol were charged in a flask equipped with a stirrer, a condenser and a calcium chloride drying tube and refluxed with heating for 1 hour. The reaction mixture was cooled to room temperature and the precipitated crystal was filtered off under reduced pressure and was recrystallized from ethanol to obtain 12.8 g of the desired product. m.p. 169° C. The reactants are [N+](=O)([O-])C1=C(NC(C=C1)=S)C#N (3-nitro-6-thioxo-1,6-dihydropyridin-2-carbonitrile), FC=1C=C(CC(C2=CC=CC=C2)Br)C=C(C1)F (3,5-diflurobenzylbenzylbromide), C(=O)([O-])[O-].[K+].[K+] (K2CO3). Solvent: CC(=O)C (acetone). Reaction conditions: temperature 70 celsius. Yields the product FC=1C=C(CSC2=CC=C(C(=N2)C#N)[N+](=O)[O-])C=C(C1)F (6-(3,5-difluorobenzylthio)-3-nitropicolinonitrile). The yield is 97.9%. As a reaction SMILES: [N+:1]([C:4]1[CH:9]=[CH:8][C:7](=[S:10])[NH:6][C:5]=1[C:11]#[N:12])([O-:3])=[O:2].[F:13][C:14]1[CH:15]=[C:16]([CH:26]=[C:27]([F:29])[CH:28]=1)[CH2:17]C(Br)C1C=CC=CC=1.C([O-])([O-])=O.[K+].[K+]>CC(C)=O>[F:13][C:14]1[CH:15]=[C:16]([CH:26]=[C:27]([F:29])[CH:28]=1)[CH2:17][S:10][C:7]1[N:6]=[C:5]([C:11]#[N:12])[C:4]([N+:1]([O-:3])=[O:2])=[CH:9][CH:8]=1 |f:2.3.4|. Procedure: A mixture of 3-nitro-6-thioxo-1,6-dihydropyridin-2-carbonitrile (4.42 mmol, 1.34 g), 3,5-diflurobenzylbenzylbromide (8.83 mmol, 1.828 g), and K2CO3 (11.04 mmol, 1.525 g) in 5 ml of acetone is heated at 70° C. for 10 hours and then evaporated under reduced pressure. The residue is purified by silica gel chromatography (AcOEt/heptane) to yield 1.33 g (98%) of the expected product. The reactants are C(CCC)[Li] (n-butyl lithium), [Cl-].[Na+] (sodium chloride), CC(C)(OC(=O)N[C@@H]1C(N[C@@H]1C)=O)C ((3S-cis)-3-[[(1,1-Dimethylethoxy)carbonyl]amino]-4-methyl-2-azetidinone), P(OC)(OC)(=O)Cl (dimethyl phosphorochloridate). Run in O1CCCC1 (tetrahydrofuran), C(C)(=O)OCC (ethyl acetate). Yields the product C[C@@H]1[C@@H](C(N1P(OC)(OC)=O)=O)NC(=O)OC(C)(C)C ((3S-cis)-[4-Methyl-2-oxo-3-[[(1,1-dimethylethoxy)carbonyl]amino]-1-azetidinyl]phosphonic acid, dimethyl ester). RXN SMILES: [CH3:1][C:2]([CH3:14])([O:4][C:5]([NH:7][C@H:8]1[C@@H:11]([CH3:12])[NH:10][C:9]1=[O:13])=[O:6])[CH3:3].C([Li])CCC.[P:20](Cl)(=[O:25])([O:23][CH3:24])[O:21][CH3:22].[Cl-].[Na+]>O1CCCC1.C(OCC)(=O)C>[CH3:12][C@H:11]1[N:10]([P:20](=[O:25])([O:23][CH3:24])[O:21][CH3:22])[C:9](=[O:13])[C@H:8]1[NH:7][C:5]([O:4][C:2]([CH3:1])([CH3:14])[CH3:3])=[O:6] |f:3.4|. Procedure details: (3S-cis)-3-[[(1,1-Dimethylethoxy)carbonyl]amino]-4-methyl-2-azetidinone (918 mg) dissolved in dry tetrahydrofuran (25 ml) was cooled to -78° C. under an inert atmosphere and 1.56 M n-butyl lithium (3 ml) was added while stirring. After thirty minutes dimethyl phosphorochloridate (3.0 ml) was added and the mixture was stirred at -78° C. for 2 hours. Saturated sodium chloride solution (20 ml) was added and the mixture allowed to warm to room temperature and extracted three times with 30 ml ethyl a... The reactants are O=C([O-])[O-], C1COCCO1, ClCCl, [K+], [K+], N#N, CN1Cc2c(Br)ccc(N)c2C1=O, CC1(C)OB(c2cnn(CCOC3CCCCO3)c2)OC1(C)C, O. Yields the product CN1Cc2c(-c3cnn(CCOC4CCCCO4)c3)ccc(N)c2C1=O. Reaction SMILES: [C:40](=[O:41])([O-:42])[O-:43].[CH2:49]1[O:50][CH2:51][CH2:52][O:53][CH2:54]1.[Cl:37][CH2:38][Cl:39].[K+:44].[K+:45].[N:47]#[N:48].[NH2:1][c:2]1[cH:3][cH:4][c:5]([Br:13])[c:6]2[c:10]1[C:9](=[O:11])[N:8]([CH3:12])[CH2:7]2.[O:14]1[CH:15]([O:20][CH2:21][CH2:22][n:23]2[n:24][cH:25][c:26]([B:28]3[O:29][C:30]([CH3:31])([CH3:32])[C:33]([CH3:34])([CH3:35])[O:36]3)[cH:27]2)[CH2:16][CH2:17][CH2:18][CH2:19]1.[OH2:46]>>[NH2:1][c:2]1[cH:3][cH:4][c:5](-[c:26]2[cH:25][n:24][n:23]([CH2:22][CH2:21][O:20][CH:15]3[O:14][CH2:19][CH2:18][CH2:17][CH2:16]3)[cH:27]2)[c:6]2[c:10]1[C:9](=[O:11])[N:8]([CH3:12])[CH2:7]2. Starting materials: S(=O)(Cl)Cl (thionyl chloride), C(C1=CC=CC=C1)OC1=C(C=C(C(=O)O)C=C1)Cl (4-benzyloxy-3-chlorobenzoic acid), S(=O)(Cl)Cl (thionyl chloride). Product: C(C1=CC=CC=C1)OC1=C(C=C(C(=O)Cl)C=C1)Cl (4-benzyloxy-3-chlorobenzoic acid chloride). Reaction SMILES: S(Cl)([Cl:3])=O.[CH2:5]([O:12][C:13]1[CH:21]=[CH:20][C:16]([C:17](O)=[O:18])=[CH:15][C:14]=1[Cl:22])[C:6]1[CH:11]=[CH:10][CH:9]=[CH:8][CH:7]=1>>[CH2:5]([O:12][C:13]1[CH:21]=[CH:20][C:16]([C:17]([Cl:3])=[O:18])=[CH:15][C:14]=1[Cl:22])[C:6]1[CH:11]=[CH:10][CH:9]=[CH:8][CH:7]=1. Procedure: In a mixed solvent of methanol and tetrahydrofuran was dissolved 5.17 g of 4-hydroxy-3-chlorobenzoic acid, and a solution of 2.4 g of sodium hydroxide in 5 ml of water was added to the solution. Then, 10 ml of benzyl chloride was added to the mixture and the liquid was refluxed for 4 hours. Then, 1.2 g of sodium hydroxide was further added to the mixture, the liquid was refluxed for 2 hours, and the reaction liquid was put into 1N hydrochloric acid, and the precipitate was recovered by filtratio... The reactants are O1C=NC=C1C1=CC=C(C(=O)OC)C=C1 (methyl 4-(1,3-oxazol-5-yl)benzoate). The solvent is [OH-].[K+] (potassium hydroxide), C1CCOC1 (THF). Yields the product O1C=NC=C1C1=CC=C(C(=O)O)C=C1 (4-(1,3-oxazol-5-yl)benzoic acid). Reaction SMILES: [O:1]1[C:5]([C:6]2[CH:15]=[CH:14][C:9]([C:10]([O:12]C)=[O:11])=[CH:8][CH:7]=2)=[CH:4][N:3]=[CH:2]1>[OH-].[K+].C1COCC1>[O:1]1[C:5]([C:6]2[CH:7]=[CH:8][C:9]([C:10]([OH:12])=[O:11])=[CH:14][CH:15]=2)=[CH:4][N:3]=[CH:2]1 |f:1.2|. Procedure: The above ester was heated at reflux for 2 hours in a mixture of 1 M aqueous potassium hydroxide and 50 ml THF. The THF was removed in vacuo and the solution cooled, then acidified with 50% HCl to give 4-(1,3-oxazol-5-yl)benzoic acid as a white solid. Reactants: OC1CN(CCC1(OC)OC)C(=O)OC(C)(C)C (tert-butyl 3-hydroxy-4,4-dimethoxypiperidine-1-carboxylate), [H-].[Na+] (sodium hydride), ICC (1-iodoethane). RXN SMILES: [OH:1][CH:2]1[C:7]([O:10][CH3:11])([O:8][CH3:9])[CH2:6][CH2:5][N:4]([C:12]([O:14][C:15]([CH3:18])([CH3:17])[CH3:16])=[O:13])[CH2:3]1.[H-].[Na+].I[CH2:22][CH3:23]>CN(C=O)C>[CH2:22]([O:1][CH:2]1[C:7]([O:8][CH3:9])([O:10][CH3:11])[CH2:6][CH2:5][N:4]([C:12]([O:14][C:15]([CH3:18])([CH3:17])[CH3:16])=[O:13])[CH2:3]1)[CH3:23] |f:1.2|. Procedure details: The same operation as in Example (90a) was performed using tert-butyl 3-hydroxy-4,4-dimethoxypiperidine-1-carboxylate (5.2 g, 20 mmol), sodium hydride (55% content, 1.31 g, 30 mmol), 1-iodoethane (6.24 g, 40 mmol) and DMF (50 mL). The residue was purified by silica gel column chromatography (elution solvent: hexane/ethyl acetate=10/1, 4/1, 2/1) to obtain 4.90 g of the title compound as a colorless oily substance (85%). Product: C(C)OC1CN(CCC1(OC)OC)C(=O)OC(C)(C)C (tert-Butyl 3-ethoxy-4,4-dimethoxypiperidine-1-carboxylate). Run in CN(C)C=O (DMF). Isolated yield 84.7%.